This data is from the Open Reaction Database (ORD), a public repository of structured organic reaction records. The task is: describe an organic reaction: reactants, conditions, products, and yield The reactants are [H-].[Na+] (NaH), C(C)O (ethanol), ClC1=CC=NC2=C(C=CC=C12)N (4-chloroquinolin-8-amine). Run at temperature 110 celsius. The product is C(C)OC1=CC=NC2=C(C=CC=C12)N (4-ethoxyquinolin-8-amine). As a reaction SMILES: [H-].[Na+].Cl[C:4]1[C:13]2[C:8](=[C:9]([NH2:14])[CH:10]=[CH:11][CH:12]=2)[N:7]=[CH:6][CH:5]=1.[CH2:15]([OH:17])[CH3:16]>>[CH2:15]([O:17][C:4]1[C:13]2[C:8](=[C:9]([NH2:14])[CH:10]=[CH:11][CH:12]=2)[N:7]=[CH:6][CH:5]=1)[CH3:16] |f:0.1|. Reported procedure: To a solution of ethanol (5 mL) was added NaH (141 mg, 5.6 mmol, 95%) at 0° C. and the reaction mixture was stirred at rt for 30 min. before 4-chloroquinolin-8-amine (200 mg, 1.12 mmol) was added to the reaction mixture. Then the reaction mixture was heated in a sealed tube at 110° C. for 12 h before it was quenched with 1N HCl. Then the reaction mixture was extracted with chloroform and the organic layer was washed with brine, separated, dried, filtered and concentrated. The residue was purifie... Starting materials: BrCc1ccsc1, CCOC(=O)N1CCC(c2c[nH]c3ccccc23)CC1, CCOCC. Yields the product CCOC(=O)N1CCC(c2cn(Cc3ccsc3)c3ccccc23)CC1. As a reaction SMILES: [Br:21][CH2:22][c:23]1[cH:24][s:25][cH:26][cH:27]1.[CH2:1]([CH3:2])[O:3][C:4](=[O:5])[N:6]1[CH2:7][CH2:8][CH:9]([c:12]2[cH:13][nH:14][c:15]3[cH:16][cH:17][cH:18][cH:19][c:20]23)[CH2:10][CH2:11]1.[CH2:28]([O:29][CH2:30][CH3:31])[CH3:32]>>[CH2:1]([CH3:2])[O:3][C:4](=[O:5])[N:6]1[CH2:7][CH2:8][CH:9]([c:12]2[cH:13][n:14]([CH2:22][c:23]3[cH:24][s:25][cH:26][cH:27]3)[c:15]3[cH:16][cH:17][cH:18][cH:19][c:20]23)[CH2:10][CH2:11]1. Reactants: C(C)(C)N(C(C)C)CC (N,N-diisopropylethylamine), C[Si](CCOCCl)(C)C (2-(trimethylsilyl)ethoxymethyl chloride), C(C)(C)C1=NN=C(S1)NS(=O)(=O)C1=CC=C(C=C1)OC(C)=O (Acetic acid 4-(5-isopropyl-[1,3,4]thiadiazol-2-ylsulfamoyl)-phenyl ester). The reagents and catalysts are CN(C1=CC=NC=C1)C (4-dimethylaminopyridine). The solvent is ClCCl (dichloromethane). Reaction conditions: time 1 hour. Product: C(C)(C)C1=NN=C(S1)N(S(=O)(=O)C1=CC=C(C=C1)OC(C)=O)COCC[Si](C)(C)C (acetic acid 4-[(5-isopropyl-[1,3,4]thiadiazol-2-yl)-(2-trimethylsilanyl-ethoxymethyl)-sulfamoyl]-phenyl ester). The yield is 59.2%. Reaction SMILES: [CH:1]([C:4]1[S:8][C:7]([NH:9][S:10]([C:13]2[CH:18]=[CH:17][C:16]([O:19][C:20](=[O:22])[CH3:21])=[CH:15][CH:14]=2)(=[O:12])=[O:11])=[N:6][N:5]=1)([CH3:3])[CH3:2].C(N(CC)C(C)C)(C)C.[CH3:32][Si:33]([CH3:40])([CH3:39])[CH2:34][CH2:35][O:36][CH2:37]Cl>ClCCl.CN(C)C1C=CN=CC=1>[CH:1]([C:4]1[S:8][C:7]([N:9]([CH2:37][O:36][CH2:35][CH2:34][Si:33]([CH3:40])([CH3:39])[CH3:32])[S:10]([C:13]2[CH:18]=[CH:17][C:16]([O:19][C:20](=[O:22])[CH3:21])=[CH:15][CH:14]=2)(=[O:11])=[O:12])=[N:6][N:5]=1)([CH3:3])[CH3:2]. Reported procedure: 3.3 g Acetic acid 4-(5-isopropyl-[1,3,4]thiadiazol-2-ylsulfamoyl)-phenyl ester were dissolved in 12 ml dichloromethane. 2.69 ml N,N-diisopropylethylamine, 78 mg 4-dimethylaminopyridine and 2.1 g 2-(trimethylsilyl)ethoxymethyl chloride were added. The reaction mixture was stirred at room temperature for one hour. The solvent was removed in vacuo and the residue purified by flash chromatography on silica gel with the eluents n-heptane:ethyl acetate=1:1=>1:3 to obtain 2.7 g acetic acid 4-[(5-isopro... The reactants are FC=1C=C(C=CC1F)C1N(CCC(C1)=O)C(=O)OCC1=CC=CC=C1 (phenylmethyl 2-(3,4-difluorophenyl)-4-oxopiperidine-1-carboxylate), CC(C)([O-])C.[K+] (Potassium tert-butoxide). The reagents and catalysts are [Br-].C[P+](C1=CC=CC=C1)(C1=CC=CC=C1)C1=CC=CC=C1 (methyltriphenylphosphonium bromide). Solvent: O1CCCC1 (tetrahydrofuran), O1CCCC1 (tetrahydrofuran), CCCCCC (hexane). Run at time 1 hour. Yields the product FC=1C=C(C=CC1F)C1N(CCC(C1)=C)C(=O)OCC1=CC=CC=C1 (phenylmethyl 2-(3,4-difluorophenyl)-4-methylidenepiperidine-1-carboxylate). The yield is 79.3%. As a reaction SMILES: [CH3:1]C(C)([O-])C.[K+].[F:7][C:8]1[CH:9]=[C:10]([CH:15]2[CH2:20][C:19](=O)[CH2:18][CH2:17][N:16]2[C:22]([O:24][CH2:25][C:26]2[CH:31]=[CH:30][CH:29]=[CH:28][CH:27]=2)=[O:23])[CH:11]=[CH:12][C:13]=1[F:14]>[Br-].C[P+](C1C=CC=CC=1)(C1C=CC=CC=1)C1C=CC=CC=1.O1CCCC1.CCCCCC>[F:7][C:8]1[CH:9]=[C:10]([CH:15]2[CH2:20][C:19](=[CH2:1])[CH2:18][CH2:17][N:16]2[C:22]([O:24][CH2:25][C:26]2[CH:31]=[CH:30][CH:29]=[CH:28][CH:27]=2)=[O:23])[CH:11]=[CH:12][C:13]=1[F:14] |f:0.1,3.4|. Procedure: Potassium tert-butoxide (0.81 g, 7.2 mmol) was added to a suspension of methyltriphenylphosphonium bromide (2.58 g, 7.2 mmol) in tetrahydrofuran (20 mL) and the resulting mixture was stirred at room temperature for one hour. A solution of phenylmethyl 2-(3,4-difluorophenyl)-4-oxopiperidine-1-carboxylate (1.00 g, 2.9 mmol) (reagent preparation 20) in tetrahydrofuran (5 mL) was added and the resulting mixture was stirred at 35° C. for two hours. The mixture was cooled, diluted with hexane (100 mL)...